Dataset: the Open Reaction Database (ORD), a public repository of structured organic reaction records. Task: describe an organic reaction: reactants, conditions, products, and yield Starting materials: C(OC1=CC=CC=C1)(OC1=CC=CC=C1)=O (diphenyl carbonate), C1(=CC=CC=C1)O (phenol), C(OCC)(OCC)=O (diethyl carbonate), C(OCC)(OC1=CC=CC=C1)=O (ethyl phenyl carbonate). Solvent: C(C)OCC (diethyl ether), C(C)O (ethanol). The product is C(=O)=O (CO2), C1(=CC=CC=C1)OCC (phenetole), C1(=CC=CC=C1)OC1=CC=CC=C1 (diphenyl ether). RXN SMILES: [C:1](=O)([O:5]CC)[O:2]CC.[C:9](=O)([O:17][C:18]1[CH:23]=[CH:22][CH:21]=[CH:20][CH:19]=1)[O:10][C:11]1[CH:16]=[CH:15][CH:14]=[CH:13][CH:12]=1.[C:25]1(O)C=CC=CC=1.C(=O)(O[C:37]1[CH:42]=[CH:41]C=[CH:39][CH:38]=1)OCC>C(OCC)C.C(O)C>[C:1](=[O:5])=[O:2].[C:11]1([O:10][CH2:9][CH3:25])[CH:16]=[CH:15][CH:14]=[CH:13][CH:12]=1.[C:18]1([O:17][C:9]2[CH:41]=[CH:42][CH:37]=[CH:38][CH:39]=2)[CH:19]=[CH:20][CH:21]=[CH:22][CH:23]=1. Procedure details: At the above operating conditions of the reactors and column, the overhead liquid product in flow lines 133 is about 98 mol % ethanol and 2 mol % diethyl carbonate (DEC) while the bottoms product in flow line 119 contains about 35 mol % diphenyl carbonate (DPC), 63 mol % phenol and 2 mol % ethyl phenyl carbonate (EPC). Small amounts of diethyl ether, CO2, phenetole and diphenyl ether (DPE) are also produced. A portion of the bottoms is circulated through the reboiler (80) via flow lines 118 and ... Reactants: OC1=CC=C(OC2=NC3=CC=C(C=C3N=C2)Cl)C=C1 (2-(4-hydroxyphenoxy)-6-chloroquinoxaline), BrC(C(=O)OCC1OCCC1)C (2-tetrahydrofuranylmethyl 2-bromopropanoate), C([O-])([O-])=O.[K+].[K+] (potassium carbonate). Run in C(C)#N (acetonitrile). Yields the product ClC=1C=C2N=CC(=NC2=CC1)OC1=CC=C(OC(C(=O)OCC2OCCC2)C)C=C1 (2-tetrahydrofuranylmethyl 2-[4-(6-chloro-2-quinoxalinyloxy)phenoxy]propanoate). Isolated yield 85.0%. RXN SMILES: [OH:1][C:2]1[CH:19]=[CH:18][C:5]([O:6][C:7]2[CH:16]=[N:15][C:14]3[C:9](=[CH:10][CH:11]=[C:12]([Cl:17])[CH:13]=3)[N:8]=2)=[CH:4][CH:3]=1.Br[CH:21]([CH3:31])[C:22]([O:24][CH2:25][CH:26]1[CH2:30][CH2:29][CH2:28][O:27]1)=[O:23].C(=O)([O-])[O-].[K+].[K+]>C(#N)C>[Cl:17][C:12]1[CH:13]=[C:14]2[C:9](=[CH:10][CH:11]=1)[N:8]=[C:7]([O:6][C:5]1[CH:18]=[CH:19][C:2]([O:1][CH:21]([CH3:31])[C:22]([O:24][CH2:25][CH:26]3[CH2:30][CH2:29][CH2:28][O:27]3)=[O:23])=[CH:3][CH:4]=1)[CH:16]=[N:15]2 |f:2.3.4|. Reported procedure: To a 500 milliliter roundbottom flask were added 0.055 mole of 2-(4-hydroxyphenoxy)-6-chloroquinoxaline, 0.055 mole of 2-tetrahydrofuranylmethyl 2-bromopropanoate, 0.110 mole of anhydrous potassium carbonate, and 250 milliliters of acetonitrile. The mixture was refluxed for 5.5 hours and the solvent removed. The residue was filtered through a column of alumina with dichloromethane. Solvent removal and recrystallization from boiling hexane resulted in an 85% yield of 2-tetrahydrofuranylmethyl 2-[... Reactants: CC(C)(C)OC(=O)Nc1ccc(O)cc1, O=C([O-])[O-], CN(C)C=O, O=C(Nc1ccc(Cl)cn1)c1ccc(Cl)c([N+](=O)[O-])c1, [K+], [K+]. Product: CC(C)(C)OC(=O)Nc1ccc(Oc2ccc(C(=O)Nc3ccc(Cl)cn3)cc2[N+](=O)[O-])cc1. RXN SMILES: [C:21](=[O:22])([O:23][C:24]([CH3:25])([CH3:26])[CH3:27])[NH:28][c:29]1[cH:30][cH:31][c:32]([OH:35])[cH:33][cH:34]1.[C:36](=[O:37])([O-:38])[O-:39].[CH3:42][N:43]([CH3:44])[CH:45]=[O:46].[Cl:1][c:2]1[c:3]([N+:18](=[O:19])[O-:20])[cH:4][c:5]([C:6](=[O:7])[NH:8][c:9]2[n:10][cH:11][c:12]([Cl:15])[cH:13][cH:14]2)[cH:16][cH:17]1.[K+:40].[K+:41]>>[c:2]1([O:35][c:32]2[cH:31][cH:30][c:29]([NH:28][C:21](=[O:22])[O:23][C:24]([CH3:25])([CH3:26])[CH3:27])[cH:34][cH:33]2)[c:3]([N+:18](=[O:19])[O-:20])[cH:4][c:5]([C:6](=[O:7])[NH:8][c:9]2[n:10][cH:11][c:12]([Cl:15])[cH:13][cH:14]2)[cH:16][cH:17]1. Starting materials: CN(C)C=O, CCOC(C)=O, CC(n1ccn(-c2ccc(C(F)(F)F)cc2)c1=O)C1(c2ccc(F)cc2F)CO1, [H-], [Na+], O, c1nc[nH]n1. The product is CC(n1ccn(-c2ccc(C(F)(F)F)cc2)c1=O)C(O)(Cn1cncn1)c1ccc(F)cc1F. RXN SMILES: [CH3:38][N:39]([CH3:40])[CH:41]=[O:42].[CH3:43][CH2:44][O:45][C:46](=[O:47])[CH3:48].[F:8][c:9]1[c:10]([C:16]2([CH:17]([CH3:18])[n:19]3[c:20](=[O:34])[n:21](-[c:24]4[cH:25][cH:26][c:27]([C:30]([F:31])([F:32])[F:33])[cH:28][cH:29]4)[cH:22][cH:23]3)[CH2:35][O:36]2)[cH:11][cH:12][c:13]([F:15])[cH:14]1.[H-:1].[Na+:2].[OH2:37].[nH:3]1[n:4][cH:5][n:6][cH:7]1>>[n:3]1([CH2:35][C:16]([c:10]2[c:9]([F:8])[cH:14][c:13]([F:15])[cH:12][cH:11]2)([CH:17]([CH3:18])[n:19]2[c:20](=[O:34])[n:21](-[c:24]3[cH:25][cH:26][c:27]([C:30]([F:31])([F:32])[F:33])[cH:28][cH:29]3)[cH:22][cH:23]2)[OH:36])[n:4][cH:5][n:6][cH:7]1. Reactants: O.NC=1C(N(C(N(C1N)C)=O)C)=O (5,6-Diamino-l,3-dimethyluracil hydrate), C(=O)C1=CC=C(C=CC(=O)O)C=C1 (4-formylcinnamic acid), CO (methanol), NC1=C(C(N(C(N1C)=O)C)=O)CC(C(=O)O)=CC1=CC=CC=C1 ((6-amino-1,2,3,4-tetrahydro-1,3-dimethyl-2,4-dioxo-5-pyrimidinylmethyl]cinnamic acid). The solvent is C(C)(=O)O (acetic acid), [N+](=O)([O-])C1=CC=CC=C1 (nitrobenzene). Product: monohydrate, CN1C(N(C=2NC(=NC2C1=O)C1=CC=C(/C=C/C(=O)O)C=C1)C)=O ((E)-4-(1,2,3,6-tetrahydro-1,3-dimethyl-2,6-dioxo-9H-purin-8-yl) cinnamic acid). As a reaction SMILES: O.[NH2:2][C:3]1[C:4](=[O:13])[N:5]([CH3:12])[C:6](=[O:11])[N:7]([CH3:10])[C:8]=1[NH2:9].[CH:14]([C:16]1[CH:26]=[CH:25][C:19]([CH:20]=[CH:21][C:22]([OH:24])=[O:23])=[CH:18][CH:17]=1)=O.CO.NC1N(C)C(=O)N(C)C(=O)C=1CC(=CC1C=CC=CC=1)C(O)=O>C(O)(=O)C.[N+](C1C=CC=CC=1)([O-])=O>[CH3:12][N:5]1[C:4](=[O:13])[C:3]2[N:2]=[C:14]([C:16]3[CH:26]=[CH:25][C:19](/[CH:20]=[CH:21]/[C:22]([OH:24])=[O:23])=[CH:18][CH:17]=3)[NH:9][C:8]=2[N:7]([CH3:10])[C:6]1=[O:11] |f:0.1|. Procedure details: 5,6-Diamino-l,3-dimethyluracil hydrate (1.70 g, 10.0 mmol) and 4-formylcinnamic acid (1.76 g, 10.0 mmol) were refluxed in acetic acid (10 mL)-methanol (100 mL) for 0.5 hour. (E)-4[(6-Amino-l,2,3-4-tetrahydro-1,3-dimethyl-2,4-dioxo-5-pyrimidinyl)iminomethyl]cinnamic acid was precipitated as a yellow powder (1.84 g, 56%); mp 299°-301° C. with effervescence. Analysis for (C16H16N4O4): C,58.53;H,491;N,1707. Found: C,58.36;H,4.93;N,16.90. The structure was confirmed by H-NMR and EI mass spectrum. The...